From a dataset of the Open Reaction Database (ORD), a public repository of structured organic reaction records. describe an organic reaction: reactants, conditions, products, and yield Reactants: NC1=C2C(=NC=N1)N(N=C2C2=CC(=C(C=C2)NC(C2=CC=C(C=C2)OC(F)(F)F)=O)OC)C2CCN(CC2)C2CCN(CC2)C (N1-(4-{4-amino-1-[1-(1-methylpiperidin-4-yl)piperidin-4-yl]-1H-pyrazolo[3,4-d]pyrimidin-3-yl}-2-methoxyphenyl)-4-(trifluoromethoxy)benzamide), C(\C=C/C(=O)O)(=O)O (maleic acid). The solvent is C(C)(=O)OCC (ethyl acetate), C(C)(=O)OCC (ethyl acetate). The product is C(\C=C/C(=O)O)(=O)O.C(\C=C/C(=O)O)(=O)O.C(\C=C/C(=O)O)(=O)O.NC1=C2C(=NC=N1)N(N=C2C2=CC(=C(C=C2)NC(C2=CC=C(C=C2)OC(F)(F)F)=O)OC)C2CCN(CC2)C2CCN(CC2)C (N1-(4-{4-amino-1-[1-(1-methylpiperidin-4-yl)piperidin-4-yl]-1H-pyrazolo[3,4-d]pyrimidin-3-yl}-2-methoxyphenyl)-4-(trifluoromethoxy)benzamide tris-maleate salt). Reaction SMILES: [NH2:1][C:2]1[N:7]=[CH:6][N:5]=[C:4]2[N:8]([CH:33]3[CH2:38][CH2:37][N:36]([CH:39]4[CH2:44][CH2:43][N:42]([CH3:45])[CH2:41][CH2:40]4)[CH2:35][CH2:34]3)[N:9]=[C:10]([C:11]3[CH:16]=[CH:15][C:14]([NH:17][C:18](=[O:30])[C:19]4[CH:24]=[CH:23][C:22]([O:25][C:26]([F:29])([F:28])[F:27])=[CH:21][CH:20]=4)=[C:13]([O:31][CH3:32])[CH:12]=3)[C:3]=12.[C:46]([OH:53])(=[O:52])/[CH:47]=[CH:48]\[C:49]([OH:51])=[O:50]>C(OCC)(=O)C>[C:46]([OH:53])(=[O:52])/[CH:47]=[CH:48]\[C:49]([OH:51])=[O:50].[C:46]([OH:53])(=[O:52])/[CH:47]=[CH:48]\[C:49]([OH:51])=[O:50].[C:46]([OH:53])(=[O:52])/[CH:47]=[CH:48]\[C:49]([OH:51])=[O:50].[NH2:1][C:2]1[N:7]=[CH:6][N:5]=[C:4]2[N:8]([CH:33]3[CH2:34][CH2:35][N:36]([CH:39]4[CH2:40][CH2:41][N:42]([CH3:45])[CH2:43][CH2:44]4)[CH2:37][CH2:38]3)[N:9]=[C:10]([C:11]3[CH:16]=[CH:15][C:14]([NH:17][C:18](=[O:30])[C:19]4[CH:24]=[CH:23][C:22]([O:25][C:26]([F:27])([F:29])[F:28])=[CH:21][CH:20]=4)=[C:13]([O:31][CH3:32])[CH:12]=3)[C:3]=12 |f:3.4.5.6|. Procedure: A solution of 3-(4-amino-3-methoxyphenyl)-1-[1-(1-methylpiperidin-4-yl)piperidin-4-yl]-1H-pyrazolo[3,4-d]pyrimidin-4-amine (0.450 g, 1.03 mmol) in pyridine (8 mL) at −5° C. was treated with a solution of 4-(trifluoromethoxy)-1-benzenecarbonyl chloride (0.231 g, 1.03 mmol) in dichloromethane (2.5 mL) drop-wise. The reaction mixture was stirred at −5° C. for 30 min. The ice bath was removed and the reaction mixture was stirred at room temperature for 3 h. 1 N sodium hydroxide solution (10 mL) was ... The reactants are CN=C=O (methyl isocyanate), CNC=1SC(=NN1)C(CCl)(C)C (2-methylamino-5-(β-chloro-α,α-dimethylethyl)-1,3,4-thiadiazole), methylene chloride-ether. Run in C1=CC=CC=C1 (benzene). Product: CNC(=O)N(C=1SC(=NN1)C(CCl)(C)C)C (1,3-Dimethyl-3-[5-(β-chloro-α,α-dimethylethyl)-1,3,4-thiadiazol-2-yl]urea). As a reaction SMILES: [CH3:1][NH:2][C:3]1[S:4][C:5]([C:8]([CH3:12])([CH3:11])[CH2:9][Cl:10])=[N:6][N:7]=1.[CH3:13][N:14]=[C:15]=[O:16]>C1C=CC=CC=1>[CH3:13][NH:14][C:15]([N:2]([CH3:1])[C:3]1[S:4][C:5]([C:8]([CH3:11])([CH3:12])[CH2:9][Cl:10])=[N:6][N:7]=1)=[O:16]. Procedure: To a stirred suspension of 6.0 g of 2-methylamino-5-(β-chloro-α,α-dimethylethyl)-1,3,4-thiadiazole in 100 ml of benzene was added 2.0 g of methyl isocyanate. The mixture became homogenous upon heating to reflux temperature and reflux was maintained for 2 hrs. After cooling, the benzene was removed at reduced pressure and the precipitate collected, giving 7.4 g (95%), m.p. 159°-161°. An analytical sample was prepared from methylene chloride-ether, m.p. 160°-161°.